From a dataset of the Open Reaction Database (ORD), a public repository of structured organic reaction records. describe an organic reaction: reactants, conditions, products, and yield The reactants are N1N=CN=C1 (1,2,4-triazole), ClC=1N=C(C2=C(N1)SC(=C2)C)NCC2=CC(=CC=C2)[N+](=O)[O-] (2-chloro-6-methyl-4-(3-nitrobenzylamino)-thieno-[2,3-d]-pyrimidine). Yields the product N1(N=CN=C1)C=1N=C(C2=C(N1)SC(=C2)C)NCC2=CC(=CC=C2)[N+](=O)[O-] (2-(1,2,4-triazol-1-yl)-6-methyl-4-(3-nitrobenzylamino)-thieno-[2,3-d]-pyrimidine). Reaction SMILES: [NH:1]1[CH:5]=[N:4][CH:3]=[N:2]1.Cl[C:7]1[N:8]=[C:9]([NH:17][CH2:18][C:19]2[CH:24]=[CH:23][CH:22]=[C:21]([N+:25]([O-:27])=[O:26])[CH:20]=2)[C:10]2[CH:15]=[C:14]([CH3:16])[S:13][C:11]=2[N:12]=1>>[N:1]1([C:7]2[N:8]=[C:9]([NH:17][CH2:18][C:19]3[CH:24]=[CH:23][CH:22]=[C:21]([N+:25]([O-:27])=[O:26])[CH:20]=3)[C:10]3[CH:15]=[C:14]([CH3:16])[S:13][C:11]=3[N:12]=2)[CH:5]=[N:4][CH:3]=[N:2]1. Procedure details: Following the procedure of Example 97, the reaction of 1,2,4-triazole with 2-chloro-6-methyl-4-(3-nitrobenzylamino)-thieno-[2,3-d]-pyrimidine gives 2-(1,2,4-triazol-1-yl)-6-methyl-4-(3-nitrobenzylamino)-thieno-[2,3-d]-pyrimidine. Starting materials: C1CCOC1, C[Si](C)(C)[N-][Si](C)(C)C, Cc1nc(N)nc(-c2cc(F)cnc2Cl)n1, [Li+], Nc1cncc(F)c1. Product: Cc1nc(N)nc(-c2cc(F)cnc2Nc2cncc(F)c2)n1. RXN SMILES: [CH2:35]1[O:36][CH2:37][CH2:38][CH2:39]1.[CH3:26][Si:27]([N-:28][Si:29]([CH3:30])([CH3:31])[CH3:32])([CH3:33])[CH3:34].[Cl:1][c:2]1[n:3][cH:4][c:5]([F:16])[cH:6][c:7]1-[c:8]1[n:9][c:10]([NH2:15])[n:11][c:12]([CH3:14])[n:13]1.[Li+:25].[NH2:17][c:18]1[cH:19][n:20][cH:21][c:22]([F:24])[cH:23]1>>[c:2]1([NH:17][c:18]2[cH:19][n:20][cH:21][c:22]([F:24])[cH:23]2)[n:3][cH:4][c:5]([F:16])[cH:6][c:7]1-[c:8]1[n:9][c:10]([NH2:15])[n:11][c:12]([CH3:14])[n:13]1. Reactants: COC1=CC(C(C1)=CC1CCOCC1)=O (3-methoxy-5-[1-(tetrahydro-pyran-4-yl)-methylidene]-cyclopent-2-enone), [H][H] (hydrogen). Reagents/catalysts: [Pd] (palladium on activated charcoal). Run in C(C)O (ethanol). Product: COC1=CC(C(C1)CC1CCOCC1)=O (3-methoxy-5-(tetrahydro-pyran-4-ylmethyl)-cyclopent-2-enone). Yield: 95.8%. As a reaction SMILES: [CH3:1][O:2][C:3]1[CH2:7][C:6](=[CH:8][CH:9]2[CH2:14][CH2:13][O:12][CH2:11][CH2:10]2)[C:5](=[O:15])[CH:4]=1.[H][H]>C(O)C.[Pd]>[CH3:1][O:2][C:3]1[CH2:7][CH:6]([CH2:8][CH:9]2[CH2:10][CH2:11][O:12][CH2:13][CH2:14]2)[C:5](=[O:15])[CH:4]=1. Reported procedure: A solution of 3-methoxy-5-[1-(tetrahydro-pyran-4-yl)-methylidene]-cyclopent-2-enone (938 mg, 4.5 mmol) in ethanol (45 ml) was added to 5% palladium on activated charcoal (94 mg) and the reaction stirred for 7.5 hours under 3 bar of hydrogen. The reaction was then filtered through a pad of Celite, washed with ethanol and concentrated in vacuo to give 3-methoxy-5-(tetrahydro-pyran-4-ylmethyl)-cyclopent-2-enone (906 mg). Reactants: Cl (HCl), C1(=CC=C(C=C1)C12CC(CC2C1)=O)C (1-p-tolyl-bicyclo[3.1.0]hexan-3-one), CN (methylamine), [BH3-]C#N.[Na+] (NaCNBH3), CO (methanol). Run at time 8 hour. The product is Cl.CNC1CC2(CC2C1)C1=CC=C(C=C1)C (N-methyl-1-p-tolylbicyclo[3.1.0]hexan-3-amine hydrochloride), Cl.C(C)OCC (HCl diethyl ether). RXN SMILES: [C:1]1([CH3:14])[CH:6]=[CH:5][C:4]([C:7]23[CH2:12][CH:11]2[CH2:10][C:9](=O)[CH2:8]3)=[CH:3][CH:2]=1.CN.[BH3-][C:18]#[N:19].[Na+].[ClH:21].[CH3:22][OH:23]>>[ClH:21].[CH3:18][NH:19][CH:9]1[CH2:10][CH:11]2[C:7]([C:4]3[CH:5]=[CH:6][C:1]([CH3:14])=[CH:2][CH:3]=3)([CH2:12]2)[CH2:8]1.[ClH:21].[CH2:22]([O:23][CH2:1][CH3:2])[CH3:18] |f:2.3,6.7,8.9|. Procedure details: To a solution of 1-p-tolyl-bicyclo[3.1.0]hexan-3-one (90 mg; 0.48 mmol) in methanol (3 mL) was added methylamine (33% in ethanol; 1 mL) and NaCNBH3 (39.2 mg; 0.62 mmol; 1.3 eq). The mixture was stirred at room temperature overnight. The reaction mixture was cooled to 10° C., and acidified with 1 N HCl (6 mL). The reaction mixture was concentrated at 30° C., and the resulting aqueous layer was diluted with H2O (10 mL). The aqueous layer was then extracted with ethyl acetate (15 mL) to remove nonp... Starting materials: C(=O)(O)C1(CC1)CCCCC(CCCCC(C(=O)O)(C)C)=O (11-(1-carboxycyclopropyl)-2,2-dimethyl-7-oxoundecanoic acid), Cl (HCl), [OH-].[Na+] (NaOH), [BH4-].[Na+] (NaBH4). Run in CC(C)O (iPrOH), O (H2O). Reaction conditions: time 5 minute. The product is C(=O)(O)C1(CC1)CCCCC(CCCCC(C(=O)O)(C)C)O (11-(1-carboxycyclopropyl)-7-hydroxy-2,2-dimethylundecanoic acid). The yield is 93.9%. As a reaction SMILES: [C:1]([C:4]1([CH2:7][CH2:8][CH2:9][CH2:10][C:11](=[O:22])[CH2:12][CH2:13][CH2:14][CH2:15][C:16]([CH3:21])([CH3:20])[C:17]([OH:19])=[O:18])[CH2:6][CH2:5]1)([OH:3])=[O:2].[OH-].[Na+].[BH4-].[Na+].Cl>CC(O)C.O>[C:1]([C:4]1([CH2:7][CH2:8][CH2:9][CH2:10][CH:11]([OH:22])[CH2:12][CH2:13][CH2:14][CH2:15][C:16]([CH3:20])([CH3:21])[C:17]([OH:19])=[O:18])[CH2:5][CH2:6]1)([OH:3])=[O:2] |f:1.2,3.4|. Procedure: To a mixture of 11-(1-carboxycyclopropyl)-2,2-dimethyl-7-oxoundecanoic acid (3.63 g, >90% pure by NMR, 10.4 mmol) in iPrOH (20 mL) and H2O (20 mL) was added NaOH (0.94 g, 23.5 mmol). After 5 min of stirring, NaBH4 (0.24 g, 6.3 mmol) was added to the resulting clear solution. After 19 h, the mixture was acidified to pH˜1 with aqueous HCl (2M) and extracted with Et2O (3×50 mL). The combined organic phases were washed with brine (1×50 mL), dried (Na2SO4) and evaporated in vacuo. The remaining resid... Reactants: CC(=O)C1=C(C2=C(C(=C1O)OC)OC=C2)OC (Khellinone), C(=O)([O-])[O-].[K+].[K+] (K2CO3), BrCCBr (1,2-dibromoethane). Yields the product C(C)(=O)C=1C(=C(C2=C(C=CO2)C1OC)OC)OCCBr (5-Acetyl-6-(2-bromoethoxy)-4,7-dimethoxybenzofuran). The yield is 83.0%. Reaction SMILES: [CH3:1][C:2]([C:4]1[C:9]([OH:10])=[C:8]([O:11][CH3:12])[C:7]2[O:13][CH:14]=[CH:15][C:6]=2[C:5]=1[O:16][CH3:17])=[O:3].C([O-])([O-])=O.[K+].[K+].[Br:24][CH2:25][CH2:26]Br>>[C:2]([C:4]1[C:9]([O:10][CH2:26][CH2:25][Br:24])=[C:8]([O:11][CH3:12])[C:7]2[O:13][CH:14]=[CH:15][C:6]=2[C:5]=1[O:16][CH3:17])(=[O:3])[CH3:1] |f:1.2.3|. Reported procedure: Khellinone (850 mg, 3.6 mmol, 0.4 M), K2CO3 (3 eqs) and 1,2-dibromoethane (3 eqs) were reacted according to General Procedure A. The crude product was purified by flash chromatography, eluting with ethyl acetate:petroleum ether (15:85) to afford the title compound as a clear oil (1.02 g, 83%). 1H NMR (300 MHz, CDCl3): δ 2.53 (s, 3H), 3.57 (t, J=6.3 Hz, 2H), 3.98 (s, 3H), 4.07 (s, 3H), 4.35 (t, J=6.3 Hz, 2H), 6.86 (d, J=2.2 Hz, 1H), 7.57 (d, J=2.2 Hz, 1H). MS (ES+) m/z 342.8/344.8 (M+H+). Starting materials: [Cl-] (chloride), C(C)(=O)OC=1C(=C2CCC(OC2=C(C1C)C)(C(=O)O)C)C ((±)-6-acetoxy-2,5,7,8-tetramethylchroman-2-carboxylic acid). The solvent is ClC1=CC=CC=C1 (chlorobenzene). Yields the product C(C)(=O)OC=1C(=C2CCC(OC2=C(C1C)C)(C(=O)Cl)C)C ((±) 6-acetoxy-2,5,7,8 tetramethylchroman-2-carboxylic acid chloride). RXN SMILES: [Cl-:1].[C:2]([O:5][C:6]1[C:7]([CH3:22])=[C:8]2[C:13](=[C:14]([CH3:17])[C:15]=1[CH3:16])[O:12][C:11]([CH3:21])([C:18](O)=[O:19])[CH2:10][CH2:9]2)(=[O:4])[CH3:3]>ClC1C=CC=CC=1>[C:2]([O:5][C:6]1[C:7]([CH3:22])=[C:8]2[C:13](=[C:14]([CH3:17])[C:15]=1[CH3:16])[O:12][C:11]([CH3:21])([C:18]([Cl:1])=[O:19])[CH2:10][CH2:9]2)(=[O:4])[CH3:3]. Procedure: To a mixture of 1.34 g. of dimethylchloroformimium chloride and 12 ml of chlorobenzene were added 2.92 g of (±)-6-acetoxy-2,5,7,8-tetramethylchroman-2-carboxylic acid. The resulting solution was heated at 110° under N2 for 40 min and stripped of solvent to give (±) 6-acetoxy-2,5,7,8 tetramethylchroman-2-carboxylic acid chloride as a light yellow, very viscous gum. To a mixture of 2.89 mmoles of this material in 4 ml of acetone was added 0.43 ml of triethylamine and 90 mg of 10% palladium on carb...